From a dataset of the Open Reaction Database (ORD), a public repository of structured organic reaction records. describe an organic reaction: reactants, conditions, products, and yield Starting materials: [N+](=O)([O-])C(C(=O)O)C(=O)O (nitromalonic acid), NC(=O)N (urea). Yields the product C1(C(=O)NC(=O)NC1=O)[N+](=O)[O-] (dilituric acid). As a reaction SMILES: [N+:1]([CH:4]([C:8]([OH:10])=O)[C:5]([OH:7])=O)([O-:3])=[O:2].[NH2:11][C:12]([NH2:14])=[O:13]>>[CH:4]1([N+:1]([O-:3])=[O:2])[C:5](=[O:7])[NH:14][C:12](=[O:13])[NH:11][C:8]1=[O:10]. Procedure details: Nitration of malonic acid with acetyl nitrate in acetic acid/acetic anhydride was conducted to obtain nitromalonic acid. To the nitromalonic acid is added urea to obtain a condensation reaction mixture which is refluxed to form dilituric acid in situ. Various salts are separately prepared from the dilituric acid in situ using as cation sources potassium chloride, ammonia, and guanidinium chloride. The potassium diliturate salt, ammonium diliturate, guanidinium diliturate salts are each recovered... Product: C(C)(C)(C)OC(=O)N1CCC(=CC1)C1=CC=2N(C=C1)C(=CN2)C(=O)OCC (ethyl 7-(1-(tert-butoxycarbonyl)-1,2,3,6-tetrahydropyridin-4-yl)imidazo[1,2-a]pyridine-3-carboxylate). Reactants: BrC1=CC=2N(C=C1)C(=CN2)C(=O)OCC (ethyl 7-bromoimidazo[1,2-a]pyridine-3-carboxylate), CC1(OB(OC1(C)C)C1=CCN(CC1)C(=O)OC(C)(C)C)C (tert-butyl 4-(4,4,5,5-tetramethyl-1,3,2-dioxaborolan-2-yl)-5,6-dihydropyridine-1(2H)-carboxylate), C(=O)([O-])[O-].[K+].[K+] (K2CO3). Reagents/catalysts: C=1C=CC(=CC1)[P](C=2C=CC=CC2)(C=3C=CC=CC3)[Pd]([P](C=4C=CC=CC4)(C=5C=CC=CC5)C=6C=CC=CC6)([P](C=7C=CC=CC7)(C=8C=CC=CC8)C=9C=CC=CC9)[P](C=1C=CC=CC1)(C=1C=CC=CC1)C=1C=CC=CC1 (Pd(PPh3)4). Procedure: To a solution of 5-ethyl 7-bromoimidazo[1,2-a]pyridine-3-carboxylate (24g) (300 mg, 1.11 mmol) in DMF (9 mL) was added tert-butyl 4-(4,4,5,5-tetramethyl-1,3,2-dioxaborolan-2-yl)-5,6-dihydropyridine-1(2H)-carboxylate (414 mg, 1.34 mmol), K2CO3 (1.8M, 1.85 mL, 3.33 mmol) and Pd(PPh3)4(87 mg, 0.11 mmol). The reaction was evacuated and backfilled with nitrogen twice then heated at 160° C. for 10 minutes via microwave. After the reaction mixture was filtered through a pad of Celite, the mixture was d... Reaction SMILES: Br[C:2]1[CH:7]=[CH:6][N:5]2[C:8]([C:11]([O:13][CH2:14][CH3:15])=[O:12])=[CH:9][N:10]=[C:4]2[CH:3]=1.CC1(C)C(C)(C)OB([C:24]2[CH2:29][CH2:28][N:27]([C:30]([O:32][C:33]([CH3:36])([CH3:35])[CH3:34])=[O:31])[CH2:26][CH:25]=2)O1.C([O-])([O-])=O.[K+].[K+]>CN(C=O)C.C1C=CC([P]([Pd]([P](C2C=CC=CC=2)(C2C=CC=CC=2)C2C=CC=CC=2)([P](C2C=CC=CC=2)(C2C=CC=CC=2)C2C=CC=CC=2)[P](C2C=CC=CC=2)(C2C=CC=CC=2)C2C=CC=CC=2)(C2C=CC=CC=2)C2C=CC=CC=2)=CC=1>[C:33]([O:32][C:30]([N:27]1[CH2:26][CH:25]=[C:24]([C:2]2[CH:7]=[CH:6][N:5]3[C:8]([C:11]([O:13][CH2:14][CH3:15])=[O:12])=[CH:9][N:10]=[C:4]3[CH:3]=2)[CH2:29][CH2:28]1)=[O:31])([CH3:36])([CH3:34])[CH3:35] |f:2.3.4,^1:52,54,73,92|. The solvent is CN(C)C=O (DMF). Run at temperature 160 celsius. The reactants are ClCC(=O)C1=CC=2CC3=CC(=CC=C3OC2C=C1)C(CCl)=O (2,7-bis(2-chloroacetyl)-xanthene), [I-].[K+] (potassium iodide), CNC1CCCCC1 (N-methylcyclohexylamine). Solvent: O1CCCC1 (tetrahydrofuran). Run at time 7 day. The product is O.Cl.Cl.CN(CC(=O)C1=CC=2CC3=CC(=CC=C3OC2C=C1)C(CN(C)C1CCCCC1)=O)C1CCCCC1 (2,7-BIS[2-(N-METHYLCYCLOHEXYLAMINO)ACETYL]XANTHENE DIHYDROCHLORIDE HYDRATE). RXN SMILES: [Cl:1][CH2:2][C:3]([C:5]1[CH:18]=[CH:17][C:16]2[O:15][C:14]3[C:9](=[CH:10][C:11]([C:19](=[O:22])[CH2:20]Cl)=[CH:12][CH:13]=3)[CH2:8][C:7]=2[CH:6]=1)=[O:4].[I-].[K+].[CH3:25][NH:26][CH:27]1[CH2:32][CH2:31][CH2:30][CH2:29][CH2:28]1>O1CCCC1>[OH2:4].[ClH:1].[ClH:1].[CH3:25][N:26]([CH:27]1[CH2:32][CH2:31][CH2:30][CH2:29][CH2:28]1)[CH2:2][C:3]([C:5]1[CH:18]=[CH:17][C:16]2[O:15][C:14]3[C:9](=[CH:10][C:11]([C:19](=[O:22])[CH2:20][N:26]([CH:27]4[CH2:32][CH2:31][CH2:30][CH2:29][CH2:28]4)[CH3:25])=[CH:12][CH:13]=3)[CH2:8][C:7]=2[CH:6]=1)=[O:4] |f:1.2,5.6.7.8|. Reported procedure: A mixture of 33.5 g (0.1 mole) of 2,7-bis(2-chloroacetyl)-xanthene, 2 g of potassium iodide, 50.6 g (0.5 mole) of N-methylcyclohexylamine and 500 ml. of tetrahydrofuran was allowed to stand for seven days at room temperature, then filtered. The filtrate was evaporated to dryness, and the residue was cooled, then dissolved in 5% HCl and filtered. The filtrate was made alkaline and the product was extracted with methylene chloride, evaporated to a small volume, cooled, and acidified with ethereal ... Starting materials: C(C1=CC=CC=C1)OC1=CC=C2C(=C(C(=CC2=C1)CO[Si](C1=CC=CC=C1)(C1=CC=CC=C1)C(C)(C)C)C(C)O)C1=CC=CC=C1 (7-Benzyloxy-2-(tert-butyldiphenylsilyloxymethyl)-3-(1-hydroxyethyl)-4-phenylnaphthalene), N1=CC=CC=C1 (pyridine), CC(=O)OC(=O)C (Ac2O). Reagents/catalysts: CN(C)C=1C=CN=CC1 (DMAP). Solvent: CCOCC (Et2O). Conditions: time 2 hour. Product: C(C)(=O)OC(C)C=1C(=CC2=CC(=CC=C2C1C1=CC=CC=C1)OCC1=CC=CC=C1)CO[Si](C1=CC=CC=C1)(C1=CC=CC=C1)C(C)(C)C (3-(1-Acetoxyethyl)-7-benzyloxy-2(tert-butyldiphenylsilyloxymethyl)-4-phenylnaphthalene). Reaction SMILES: [CH2:1]([O:8][C:9]1[CH:18]=[C:17]2[C:12]([C:13]([C:41]3[CH:46]=[CH:45][CH:44]=[CH:43][CH:42]=3)=[C:14]([CH:38]([OH:40])[CH3:39])[C:15]([CH2:19][O:20][Si:21]([C:34]([CH3:37])([CH3:36])[CH3:35])([C:28]3[CH:33]=[CH:32][CH:31]=[CH:30][CH:29]=3)[C:22]3[CH:27]=[CH:26][CH:25]=[CH:24][CH:23]=3)=[CH:16]2)=[CH:11][CH:10]=1)[C:2]1[CH:7]=[CH:6][CH:5]=[CH:4][CH:3]=1.N1C=CC=CC=1.[CH3:53][C:54](OC(C)=O)=[O:55]>CN(C1C=CN=CC=1)C.CCOCC>[C:54]([O:40][CH:38]([C:14]1[C:15]([CH2:19][O:20][Si:21]([C:34]([CH3:37])([CH3:36])[CH3:35])([C:22]2[CH:27]=[CH:26][CH:25]=[CH:24][CH:23]=2)[C:28]2[CH:29]=[CH:30][CH:31]=[CH:32][CH:33]=2)=[CH:16][C:17]2[C:12]([C:13]=1[C:41]1[CH:42]=[CH:43][CH:44]=[CH:45][CH:46]=1)=[CH:11][CH:10]=[C:9]([O:8][CH2:1][C:2]1[CH:3]=[CH:4][CH:5]=[CH:6][CH:7]=1)[CH:18]=2)[CH3:39])(=[O:55])[CH3:53]. Procedure details: To a solution alcohol (300 mg) from Step 4 in Ac2O (2 mL) was added pyridine (300 mL) and DMAP (2 mg). After 2 hr, the reaction mixture was diluted with Et2O, washed with H2O, a solution of CuSO4, and the solvent evaporated to give the title product which was used as such for the next step. The reactants are ClC=1N=CC2=C(N(CC(C(N2)=O)(C)F)C2CCCCC2)N1 (2-chloro-9-cyclohexyl-7-fluoro-7-methyl-8,9-dihydro-5H-pyrimido[4,5-b][1,4]diazepin-6(7H)-one), [H-].[Na+] (sodium hydride), ice water, CI (methyl iodide). The solvent is CC(=O)N(C)C (DMA). Run at time 1 hour. The product is ClC=1N=CC2=C(N(CC(C(N2C)=O)(C)F)C2CCCCC2)N1 (2-Chloro-9-cyclohexyl-7-fluoro-5,7-dimethyl-8,9-dihydro-5H-pyrimido[4,5-b][1,4]diazepin-6(7H)-one). As a reaction SMILES: [Cl:1][C:2]1[N:3]=[CH:4][C:5]2[NH:11][C:10](=[O:12])[C:9]([F:14])([CH3:13])[CH2:8][N:7]([CH:15]3[CH2:20][CH2:19][CH2:18][CH2:17][CH2:16]3)[C:6]=2[N:21]=1.[H-].[Na+].[CH3:24]I>CC(N(C)C)=O>[Cl:1][C:2]1[N:3]=[CH:4][C:5]2[N:11]([CH3:24])[C:10](=[O:12])[C:9]([F:14])([CH3:13])[CH2:8][N:7]([CH:15]3[CH2:20][CH2:19][CH2:18][CH2:17][CH2:16]3)[C:6]=2[N:21]=1 |f:1.2|. Procedure details: To a solution of 2-chloro-9-cyclohexyl-7-fluoro-7-methyl-8,9-dihydro-5H-pyrimido[4,5-b][1,4]diazepin-6(7H)-one (313 mg, 2.85 mmol) in 10 mL of DMA was added sodium hydride (60% dispersion in mineral oil, 44 mg, 1.1 mmol) at 0° C., followed by the dropwise addition of methyl iodide (0.07 mL, 1.1 mmol). The reaction mixture was warmed up to rt and stirred for 1 h. The whole was poured into ice-water, extracted with ethyl acetate. The organic layer was washed with brine and dried over Na2SO4. The s...